From a dataset of the Open Reaction Database (ORD), a public repository of structured organic reaction records. describe an organic reaction: reactants, conditions, products, and yield Reactants: N[C@@H](C[C@@](C(=O)O)(C)CO)CC1=CC=C(C=C1)C1=CC(=CC=C1)F ((2S,4R)-4-amino-5-(3′-fluorobiphenyl-4-yl)-2-hydroxymethyl-2-methyl-pentanoic acid), CN1CCOCC1 (4-methylmorpholine), N1N=C(C=C1C(=O)O)C(=O)O (3,5-Pyrazoledicarboxylic acid), C=1C=CC2=C(C1)N=NN2O (HOBt), CCN=C=NCCCN(C)C (EDCI), CN1CCOCC1 (4-methylmorpholine). Solvent: CN(C)C=O (DMF), CN(C)C=O (DMF). Reaction conditions: time 5 minute. Product: C(=O)(O)[C@@](C[C@@H](CC1=CC=C(C=C1)C1=CC(=CC=C1)F)NC(=O)C1=CC(=NN1)C(=O)O)(CO)C (5-[(1R,3S)-3-Carboxy-1-(3′-fluorobiphenyl-4-ylmethyl)-4-hydroxy-3-methyl-butylcarbamoyl]-1H-pyrazole-3-carboxylic Acid). Yield: 22.2%. As a reaction SMILES: [NH:1]1[C:5]([C:6]([OH:8])=[O:7])=[CH:4][C:3]([C:9]([OH:11])=O)=[N:2]1.CCN=C=NCCCN(C)C.CN1CCOCC1.C1C=CC2N(O)N=NC=2C=1.[NH2:40][C@H:41]([CH2:50][C:51]1[CH:56]=[CH:55][C:54]([C:57]2[CH:62]=[CH:61][CH:60]=[C:59]([F:63])[CH:58]=2)=[CH:53][CH:52]=1)[CH2:42][C@:43]([CH2:48][OH:49])([CH3:47])[C:44]([OH:46])=[O:45]>CN(C=O)C>[C:44]([C@:43]([CH3:47])([CH2:48][OH:49])[CH2:42][C@H:41]([NH:40][C:9]([C:3]1[NH:2][N:1]=[C:5]([C:6]([OH:8])=[O:7])[CH:4]=1)=[O:11])[CH2:50][C:51]1[CH:56]=[CH:55][C:54]([C:57]2[CH:62]=[CH:61][CH:60]=[C:59]([F:63])[CH:58]=2)=[CH:53][CH:52]=1)([OH:46])=[O:45]. Procedure details: 3,5-Pyrazoledicarboxylic acid (37.7 mg, 241 μmol, 1.0 eq.), EDCI (42.7 μL, 241 μmol, 1.0 eq.), 4-methylmorpholine (53.1 μL, 2.0 eq.) and 1 HOBt (32.6 mg, 241 μmol, 1.0 eq.) were combined in DMF (0.2 mL) and stirred for 5 minutes at room temperature. A predissolved solution of (2S,4R)-4-amino-5-(3′-fluorobiphenyl-4-yl)-2-hydroxymethyl-2-methyl-pentanoic acid (80 mg, 240 μmol, 1.0 eq.) and 4-methylmorpholine (53.1 μL) in DMF (0.3 mL) was added and the resulting mixture was stirred for 15 minutes. ... Starting materials: C1CCOC1, ClC(Cl)Cl, Oc1ccc(C(F)(F)F)cc1, N, CCOC(=O)N=NC(=O)OCC, CC(C)C(=O)Nc1cccc(C2CCN(CCC(O)c3ccccc3)CC2)c1, c1ccc(P(c2ccccc2)c2ccccc2)cc1. The product is CC(C)C(=O)Nc1cccc(C2CCN(CCC(Oc3ccc(C(F)(F)F)cc3)c3ccccc3)CC2)c1. RXN SMILES: [CH2:72]1[O:73][CH2:74][CH2:75][CH2:76]1.[Cl:77][CH:78]([Cl:79])[Cl:80].[F:29][C:30]([c:31]1[cH:32][cH:33][c:34]([OH:37])[cH:35][cH:36]1)([F:38])[F:39].[NH3:71].[O:59]=[C:60]([O:61][CH2:62][CH3:63])[N:64]=[N:65][C:66]([O:67][CH2:68][CH3:69])=[O:70].[OH:1][CH:2]([CH2:3][CH2:4][N:5]1[CH2:6][CH2:7][CH:8]([c:11]2[cH:12][c:13]([NH:17][C:18]([CH:19]([CH3:20])[CH3:21])=[O:22])[cH:14][cH:15][cH:16]2)[CH2:9][CH2:10]1)[c:23]1[cH:24][cH:25][cH:26][cH:27][cH:28]1.[c:40]1([P:41]([c:42]2[cH:43][cH:44][cH:45][cH:46][cH:47]2)[c:48]2[cH:49][cH:50][cH:51][cH:52][cH:53]2)[cH:54][cH:55][cH:56][cH:57][cH:58]1>>[O:1]([CH:2]([CH2:3][CH2:4][N:5]1[CH2:6][CH2:7][CH:8]([c:11]2[cH:12][c:13]([NH:17][C:18]([CH:19]([CH3:20])[CH3:21])=[O:22])[cH:14][cH:15][cH:16]2)[CH2:9][CH2:10]1)[c:23]1[cH:24][cH:25][cH:26][cH:27][cH:28]1)[c:34]1[cH:33][cH:32][c:31]([C:30]([F:29])([F:38])[F:39])[cH:36][cH:35]1. Starting materials: CCCC[N+](CCCC)(CCCC)CCCC, Fc1c(F)c(C(F)(F)F)c(F)c(F)c1CBr, [I-], Nc1ccc(OC(=O)C2CCCCC2)c(C(=O)O)c1, CN(C)C=O. Product: O=C(O)c1cc(NCc2c(F)c(F)c(C(F)(F)F)c(F)c2F)ccc1OC(=O)C1CCCCC1. As a reaction SMILES: [CH2:37]([N+:38]([CH2:39][CH2:40][CH2:41][CH3:42])([CH2:43][CH2:44][CH2:45][CH3:46])[CH2:47][CH2:48][CH2:49][CH3:50])[CH2:51][CH2:52][CH3:53].[F:20][c:21]1[c:22]([CH2:23][Br:24])[c:25]([F:35])[c:26]([F:34])[c:27]([C:30]([F:31])([F:32])[F:33])[c:28]1[F:29].[I-:36].[NH2:1][c:2]1[cH:3][cH:4][c:5]([O:11][C:12](=[O:13])[CH:14]2[CH2:15][CH2:16][CH2:17][CH2:18][CH2:19]2)[c:6]([C:7](=[O:8])[OH:9])[cH:10]1.[O:54]=[CH:55][N:56]([CH3:57])[CH3:58]>>[NH:1]([c:2]1[cH:3][cH:4][c:5]([O:11][C:12](=[O:13])[CH:14]2[CH2:15][CH2:16][CH2:17][CH2:18][CH2:19]2)[c:6]([C:7](=[O:8])[OH:9])[cH:10]1)[CH2:23][c:22]1[c:21]([F:20])[c:28]([F:29])[c:27]([C:30]([F:31])([F:32])[F:33])[c:26]([F:34])[c:25]1[F:35]. Starting materials: ClC1=C(C=CC=C1[N+](=O)[O-])C=1OC2=C(C(=CC(=C2C(C1)=O)OC)OC)[C@H]1[C@@H](N(CC1)C)CO ((+)-trans-2-(2-Chloro-3-nitro-phenyl)-8-(2-(hydroxymethyl)-1-methyl-pyrrolidin-3-yl)-5,7-dimethoxy-chromen-4-one), Cl.N1=CC=CC=C1 (pyridine hydrochloride), C(=O)([O-])[O-].[Na+].[Na+] (Na2CO3). Run in CO (methanol). Run at temperature 180 celsius. The product is ClC1=C(C=CC=C1[N+](=O)[O-])C=1OC2=C(C(=CC(=C2C(C1)=O)O)O)[C@H]1[C@@H](N(CC1)C)CO ((+)-trans-2-(2-Chloro-3-nitro-phenyl)-5,7-dihydroxy-8-(2-hydroxymethyl-1-methyl-pyrrolidin-3-yl)-chromen-4-one). Reaction SMILES: [Cl:1][C:2]1[C:7]([N+:8]([O-:10])=[O:9])=[CH:6][CH:5]=[CH:4][C:3]=1[C:11]1[O:12][C:13]2[C:18]([C:19](=[O:21])[CH:20]=1)=[C:17]([O:22]C)[CH:16]=[C:15]([O:24]C)[C:14]=2[C@@H:26]1[CH2:30][CH2:29][N:28]([CH3:31])[C@H:27]1[CH2:32][OH:33].Cl.N1C=CC=CC=1.C([O-])([O-])=O.[Na+].[Na+]>CO>[Cl:1][C:2]1[C:7]([N+:8]([O-:10])=[O:9])=[CH:6][CH:5]=[CH:4][C:3]=1[C:11]1[O:12][C:13]2[C:18]([C:19](=[O:21])[CH:20]=1)=[C:17]([OH:22])[CH:16]=[C:15]([OH:24])[C:14]=2[C@@H:26]1[CH2:30][CH2:29][N:28]([CH3:31])[C@H:27]1[CH2:32][OH:33] |f:1.2,3.4.5|. Reported procedure: A mixture of compound of example 36 (0.900 g, 1.88 mmol) and pyridine hydrochloride (0.600 g, 5.1 mmol) was heated at 180° C. for a period of 2.5 hours. The reaction mixture was diluted with methanol (60 mL) and basified with solid Na2CO3 to pH 10. The reaction mixture was filtered, and washed with methanol. The organic layer was concentrated and the residue purified by column chromatography using 0.01% ammonia and 4.5% methanol in chloroform as eluent to afford the title compound. Starting materials: CCc1ccc(N)cc1, O=C1CCC(=O)N1Br, CN(C)C=O. Reaction SMILES: [CH2:1]([CH3:2])[c:3]1[cH:4][cH:5][c:6]([NH2:7])[cH:8][cH:9]1.[O:10]=[C:11]1[N:12]([Br:17])[C:13](=[O:14])[CH2:15][CH2:16]1.[O:18]=[CH:19][N:20]([CH3:21])[CH3:22]>>[CH2:1]([CH3:2])[c:3]1[cH:4][c:5]([Br:17])[c:6]([NH2:7])[cH:8][cH:9]1. Product: CCc1ccc(N)c(Br)c1. The reactants are resultant product, C[P@@](=O)(CC[P@@](=O)(C(CC(C)(C)C)(C)C)C)C(CC(C)(C)C)(C)C ((+)-(R, R)-1,2-bis-[methyl(1,1,3,3-tetramethylbutyl)phosphinoyl]ethane). Run in C(Cl)(Cl)Cl (CHCl3). Product: CP(=O)(CCP(=O)(C(CC(C)(C)C)(C)C)C)C(CC(C)(C)C)(C)C (1,2-bis[Methyl(1,1,3,3-tetramethylbutyl)-phosphinoyl]ethane). RXN SMILES: [CH3:1][P@:2]([C:17]([CH3:24])([CH3:23])[CH2:18][C:19]([CH3:22])([CH3:21])[CH3:20])([CH2:4][CH2:5][P@:6]([CH3:16])([C:8]([CH3:15])([CH3:14])[CH2:9][C:10]([CH3:13])([CH3:12])[CH3:11])=[O:7])=[O:3]>C(Cl)(Cl)Cl>[CH3:16][P:6]([C:8]([CH3:15])([CH3:14])[CH2:9][C:10]([CH3:13])([CH3:12])[CH3:11])([CH2:5][CH2:4][P:2]([CH3:1])([C:17]([CH3:23])([CH3:24])[CH2:18][C:19]([CH3:20])([CH3:21])[CH3:22])=[O:3])=[O:7]. Procedure: The resultant product was found to be (+)-(R, R)-1,2-bis-[methyl(1,1,3,3-tetramethylbutyl)phosphinoyl]ethane having an optical rotation of [α] 25D=+2.36 (C 1.04, CHCl3). The results of this compound analyzed by NMR and other means are shown below. Starting materials: O=C(O)Cc1ccc2c(c1)C(=O)c1ccccc1CO2, Nc1ccc(F)nc1. Reagents/catalysts: C[N+](=C(N1CCOCC1)N2C3=C(C=C(C=C3)Cl)[N+](=N2)[O-])C.F[P-](F)(F)(F)(F)F (HDMC), CCN(C(C)C)C(C)C (DIPEA). Solvent: CN(C)C=O (DMF), CN(C)C=O (DMF), CN(C)C=O (DMF), CN(C)C=O (DMF), CN(C)C=O (DMF), CN(C)C=O (DMF). Run at temperature 25 celsius, time 2 hour. Product: O=C(Cc1ccc2c(c1)C(=O)c1ccccc1CO2)Nc1ccc(F)nc1. Isolated yield 56.0%. RXN SMILES: Nc1ccc(F)nc1.O=C(O)Cc1ccc2c(c1)C(=O)c1ccccc1CO2.C[N+](=C(N1CCOCC1)N2C3=C(C=C(C=C3)Cl)[N+](=N2)[O-])C.F[P-](F)(F)(F)(F)F.CCN(C(C)C)C(C)C.CN(C)C=O>>O=C(Cc1ccc2c(c1)C(=O)c1ccccc1CO2)Nc1ccc(F)nc1. As a reaction SMILES: [C:1]([O:5][C:6](=[O:25])[NH:7][C:8]1[CH:13]=[C:12]([O:14][CH2:15][C:16]([F:19])([F:18])[F:17])[C:11]([C:20]([F:23])([F:22])[F:21])=[CH:10][C:9]=1[NH2:24])([CH3:4])([CH3:3])[CH3:2].C([O:30][C:31](=O)[CH2:32][C:33]([C:35]1[CH:40]=[CH:39][CH:38]=[C:37]([C:41]2[CH:46]=[C:45]([CH2:47][O:48][CH:49]3[CH2:54][CH2:53][CH2:52][CH2:51][O:50]3)[N:44]=[C:43]([CH3:55])[CH:42]=2)[CH:36]=1)=[O:34])(C)(C)C>>[C:1]([O:5][C:6](=[O:25])[NH:7][C:8]1[CH:13]=[C:12]([O:14][CH2:15][C:16]([F:18])([F:17])[F:19])[C:11]([C:20]([F:22])([F:23])[F:21])=[CH:10][C:9]=1[NH:24][C:31](=[O:30])[CH2:32][C:33]([C:35]1[CH:40]=[CH:39][CH:38]=[C:37]([C:41]2[CH:46]=[C:45]([CH2:47][O:48][CH:49]3[CH2:54][CH2:53][CH2:52][CH2:51][O:50]3)[N:44]=[C:43]([CH3:55])[CH:42]=2)[CH:36]=1)=[O:34])([CH3:4])([CH3:2])[CH3:3]. The product is C(C)(C)(C)OC(NC1=C(C=C(C(=C1)OCC(F)(F)F)C(F)(F)F)NC(CC(=O)C1=CC(=CC=C1)C1=CC(=NC(=C1)COC1OCCCC1)C)=O)=O ((RS)-[2-(3-{3-[2-Methyl-6-(tetrahydro-pyran-2-yloxymethyl)-pyridin-4-yl]-phenyl}-3-oxo-propionylamino)-5-(2,2,2-trifluoro-ethoxy)-4-trifluoromethyl-phenyl]-carbamic acid tert-butyl ester), foam. Reactants: C(C)(C)(C)OC(NC1=C(C=C(C(=C1)OCC(F)(F)F)C(F)(F)F)N)=O ([2-amino-5-(2,2,2-trifluoro-ethoxy)-4-trifluoromethyl-phenyl]-carbamic acid tert-butyl ester), C(C)(C)(C)OC(CC(=O)C1=CC(=CC=C1)C1=CC(=NC(=C1)COC1OCCCC1)C)=O ((RS)-3-{3-[2-methyl-6-(tetrahydro-pyran-2-yloxymethyl)-pyridin-4-yl]-phenyl}-3-oxo-propionic acid tert-butyl ester). Isolated yield 69.0%. Procedure: The title compound was prepared from [2-amino-5-(2,2,2-trifluoro-ethoxy)-4-trifluoromethyl-phenyl]-carbamic acid tert-butyl ester (Example J6) (374 mg, 1.0 mmol) and (RS)-3-{3-[2-methyl-6-(tetrahydro-pyran-2-yloxymethyl)-pyridin-4-yl]-phenyl}-3-oxo-propionic acid tert-butyl ester (Example K64) (426 mg, 1.0 mmol) according to the general procedure M. Obtained as a light yellow foam (500 mg, 69%). The reactants are C(C=C)C12C(CN(CC1)CC2)=O (4-Allyl-1-azabicyclo[2.2.2]octan-3-one), C(C=C)C12C(CN(CC1)CC2)=O (4-Allyl-1-azabicyclo[2.2.2]octan-3-one), C(C1=CC=CC=C1)=O (benzaldehyde), [OH-].[Na+] (sodium hydroxide), resultant mixture. Run in C(C)O (ethanol). Yields the product C(C=C)C12C(C(N(CC1)CC2)=CC2=CC=CC=C2)=O (4-allyl-2-benzylidene-1-azabicyclo[2.2.2]octane-3-one). Isolated yield 98.0%. As a reaction SMILES: [CH2:1]([C:4]12[CH2:11][CH2:10][N:7]([CH2:8][CH2:9]1)[CH2:6][C:5]2=[O:12])[CH:2]=[CH2:3].[CH:13](=O)[C:14]1[CH:19]=[CH:18][CH:17]=[CH:16][CH:15]=1.[OH-].[Na+]>C(O)C>[CH2:1]([C:4]12[CH2:9][CH2:8][N:7]([CH2:10][CH2:11]1)[C:6](=[CH:13][C:14]1[CH:19]=[CH:18][CH:17]=[CH:16][CH:15]=1)[C:5]2=[O:12])[CH:2]=[CH2:3] |f:2.3|. Procedure: 4-Allyl-1-azabicyclo[2.2.2]octan-3-one, 57 (17.66 g, 107 mmol), benzaldehyde (12.49 g, 117 mmol) and sodium hydroxide (0.46 g, 11.5 mmol) were dissolved in 80 ml of ethanol, and the resultant mixture was heated at reflux for 1 hour. After the mixture was cooled down, yellow solids were collected to provide 4-allyl-2-benzylidene-1-azabicyclo[2.2.2]octane-3-one (26.66 g, 98%).